Dataset: the Open Reaction Database (ORD), a public repository of structured organic reaction records. Task: describe an organic reaction: reactants, conditions, products, and yield Yields the product CC[C@@]1(C[C@@H]2C[C@@](C3=C(C=4C=CC=CC4N3)CCN(C2)C1)(C=5C=C6C(=CC5OC)N([C@@H]7[C@]68CCN9[C@H]8[C@@](C=CC9)([C@H]([C@@]7(C(=O)OC)O)OC(=O)C)CC)C=O)C(=O)OC)O.[Cl-] (Vincristine chloride). The reactants are S(=O)(=O)([O-])[O-] (sulphate), CC[C@@]1(C[C@@H]2C[C@@](C3=C(CCN(C2)C1)C4=CC=CC=C4N3)(C5=C(C=C6C(=C5)[C@]78CCN9[C@H]7[C@@](C=CC9)([C@H]([C@@]([C@@H]8N6C=O)(C(=O)OC)O)OC(=O)C)CC)OC)C(=O)OC)O.OS(=O)(=O)O (vincristine sulphate), [Cl-] (chloride). Reaction SMILES: S([O-])([O-])(=O)=O.[CH3:6][CH2:7][C@@:8]1([OH:65])[CH2:19][N:17]2[CH2:18][C@@H:10]([CH2:11][C@:12]([C:61]([O:63][CH3:64])=[O:62])([C:27]3[CH:32]=[C:31]4[C@@:33]56[C@@H:44]([N:45]([CH:46]=[O:47])[C:30]4=[CH:29][C:28]=3[O:59][CH3:60])[C@@:43]([OH:52])([C:48]([O:50][CH3:51])=[O:49])[C@H:42]([O:53][C:54]([CH3:56])=[O:55])[C@:38]3([CH2:57][CH3:58])[CH:39]=[CH:40][CH2:41][N:36]([C@H:37]53)[CH2:35][CH2:34]6)[C:13]3[NH:26][C:25]4[C:20](=[CH:21][CH:22]=[CH:23][CH:24]=4)[C:14]=3[CH2:15][CH2:16]2)[CH2:9]1.OS(O)(=O)=O.[Cl-:71]>>[CH3:6][CH2:7][C@@:8]1([OH:65])[CH2:19][N:17]2[CH2:18][C@@H:10]([CH2:11][C@:12]([C:61]([O:63][CH3:64])=[O:62])([C:27]3[CH:32]=[C:31]4[C@:33]56[C@@H:37]7[C@:38]([CH2:57][CH3:58])([C@@H:42]([O:53][C:54]([CH3:56])=[O:55])[C@:43]([OH:52])([C:48]([O:50][CH3:51])=[O:49])[C@@H:44]5[N:45]([CH:46]=[O:47])[C:30]4=[CH:29][C:28]=3[O:59][CH3:60])[CH:39]=[CH:40][CH2:41][N:36]7[CH2:35][CH2:34]6)[C:13]3[NH:26][C:25]4[CH:24]=[CH:23][CH:22]=[CH:21][C:20]=4[C:14]=3[CH2:15][CH2:16]2)[CH2:9]1.[Cl-:71] |f:1.2,4.5|. Procedure: The sulphate of vincristine sulphate parent substance was replaced by chloride ions. Vincristine chloride produced in this way was used for the further equilibrium studies. Reactants: C1CCOC1, CN(C)C(=O)Cl, CCN(C(C)C)C(C)C, CNc1cccc(S(=O)(=O)N(CC(O)C(Cc2ccccc2)NC(=O)OC2COC3OCCC23)CC(C)(C)CCCN)c1. Product: CNc1cccc(S(=O)(=O)N(CC(O)C(Cc2ccccc2)NC(=O)OC2COC3OCCC23)CC(C)(C)CCCNC(=O)N(C)C)c1. RXN SMILES: [CH2:59]1[O:60][CH2:61][CH2:62][CH2:63]1.[CH3:53][N:54]([C:55](=[O:56])[Cl:57])[CH3:58].[CH:44]([N:45]([CH2:46][CH3:47])[CH:48]([CH3:49])[CH3:50])([CH3:51])[CH3:52].[NH2:1][CH2:2][CH2:3][CH2:4][C:5]([CH2:6][N:7]([CH2:8][CH:9]([CH:10]([CH2:11][c:12]1[cH:13][cH:14][cH:15][cH:16][cH:17]1)[NH:18][C:19]([O:20][CH:21]1[CH2:22][O:23][CH:24]2[O:25][CH2:26][CH2:27][CH:28]12)=[O:29])[OH:30])[S:31](=[O:32])(=[O:33])[c:34]1[cH:35][c:36]([NH:40][CH3:41])[cH:37][cH:38][cH:39]1)([CH3:42])[CH3:43]>>[NH:1]([CH2:2][CH2:3][CH2:4][C:5]([CH2:6][N:7]([CH2:8][CH:9]([CH:10]([CH2:11][c:12]1[cH:13][cH:14][cH:15][cH:16][cH:17]1)[NH:18][C:19]([O:20][CH:21]1[CH2:22][O:23][CH:24]2[O:25][CH2:26][CH2:27][CH:28]12)=[O:29])[OH:30])[S:31](=[O:32])(=[O:33])[c:34]1[cH:35][c:36]([NH:40][CH3:41])[cH:37][cH:38][cH:39]1)([CH3:42])[CH3:43])[C:55]([N:54]([CH3:53])[CH3:58])=[O:56]. Starting materials: C[C@H]1C(O[C@@H](C1)C1[N@](C1)S(=O)(=O)C1=C(C=CC=C1)[N+](=O)[O-])=O ((3R,5S)-3-methyl-5-[(S)-1-(2-nitrobenzenesulfonyl)aziridin-2-yl]dihydrofuran-2-one), CC1(NCC(N(C1)C1=C(C=CC=C1)C)=O)C (5,5-dimethyl-1-(2-methylphenyl)piperazin-2-one). Run in C1(=CC=CC=C1)C (toluene). Product: CC1(N(CC(N(C1)C1=C(C=CC=C1)C)=O)C[C@@H]([C@H]1OC([C@@H](C1)C)=O)NS(=O)(=O)C1=C(C=CC=C1)[N+](=O)[O-])C (N-{(S)-2-[2,2-Dimethyl-4-(2-methylphenyl)-5-oxopiperazin-1-yl]-1-[(2S,4R)-4-methyl-5-oxotetrahydrofuran-2-yl]ethyl}-2-nitrobenzenesulfonamide). Yield: 103.0%. Reaction SMILES: [CH3:1][C@@H:2]1[CH2:6][C@@H:5]([CH:7]2[CH2:9][N@@:8]2[S:10]([C:13]2[CH:18]=[CH:17][CH:16]=[CH:15][C:14]=2[N+:19]([O-:21])=[O:20])(=[O:12])=[O:11])[O:4][C:3]1=[O:22].[CH3:23][C:24]1([CH3:38])[CH2:29][N:28]([C:30]2[CH:35]=[CH:34][CH:33]=[CH:32][C:31]=2[CH3:36])[C:27](=[O:37])[CH2:26][NH:25]1>C1(C)C=CC=CC=1>[CH3:23][C:24]1([CH3:38])[CH2:29][N:28]([C:30]2[CH:35]=[CH:34][CH:33]=[CH:32][C:31]=2[CH3:36])[C:27](=[O:37])[CH2:26][N:25]1[CH2:9][C@H:7]([NH:8][S:10]([C:13]1[CH:18]=[CH:17][CH:16]=[CH:15][C:14]=1[N+:19]([O-:21])=[O:20])(=[O:12])=[O:11])[C@@H:5]1[CH2:6][C@@H:2]([CH3:1])[C:3](=[O:22])[O:4]1. Reported procedure: A solution of 590 mg of (3R,5S)-3-methyl-5-[(S)-1-(2-nitrobenzenesulfonyl)aziridin-2-yl]dihydrofuran-2-one obtained in Example (76g) (1.8 mmol) and 512 mg of 5,5-dimethyl-1-(2-methylphenyl)piperazin-2-one obtained in Example (51d) (2.35 mmol) in toluene (18 ml) was stirred at 110° C. for two hours. After cooling, the reaction mixture was concentrated under reduced pressure, and the residue was purified by silica gel column chromatography (elution solvent: toluene/acetone=4/1-3/1) to obtain 1.01 ... Reactants: BrC=1C=C2C(=C(C=NC2=CC1Cl)C(=O)OCC)O (6-bromo-7-chloro-3-ethoxycarbonyl-4-hydroxyquinoline), C([O-])([O-])=O.[K+].[K+] (potassium carbonate), C(C)I (ethyl iodide). The solvent is CN(C=O)C (dimethylformamide). Conditions: temperature 80 celsius. The product is BrC=1C=C2C(C(=CN(C2=CC1Cl)CC)C(=O)OCC)=O (6-bromo-7-chloro-1-ethyl-4-oxo-1,4-dihydro-3-ethoxycarbonylquinoline). As a reaction SMILES: [Br:1][C:2]1[CH:3]=[C:4]2[C:9](=[CH:10][C:11]=1[Cl:12])[N:8]=[CH:7][C:6]([C:13]([O:15][CH2:16][CH3:17])=[O:14])=[C:5]2[OH:18].C(=O)([O-])[O-].[K+].[K+].[CH2:25](I)[CH3:26]>CN(C)C=O>[Br:1][C:2]1[CH:3]=[C:4]2[C:9](=[CH:10][C:11]=1[Cl:12])[N:8]([CH2:25][CH3:26])[CH:7]=[C:6]([C:13]([O:15][CH2:16][CH3:17])=[O:14])[C:5]2=[O:18] |f:1.2.3|. Reported procedure: 33 g of the above compound were added to 50 cm3 of Dowtherm, heated at 250° C. and stirred in a round-bottomed flask equipped with a descending condenser which enabled the alcohol formed in the reaction to be collected; the reaction was complete after heating for 15 minutes. After cooling, the contents of the round-bottomed flask were taken up in 200 m3 of ethyl acetate. The solid was separated and recrystallised from dimethylformamide. 27.9 g of 6-bromo-7-chloro-3-ethoxycarbonyl-4-hydroxy-quino... The reactants are ClC1=CC(=C(C=C1)C1=C(C=O)C=CC=C1)C(C1=C(C=CC=C1)F)=O (2-[4-chloro-2-(2-fluorobenzoyl)-phenyl]-benzaldehyde), C(C)(=O)[O-].[NH4+] (ammonium acetate). Solvent: CO (methanol). Reaction conditions: time 16 hour. Product: COC=1NC(=C2C(=C3C1C=CC=C3)C=CC(=C2)Cl)C2=C(C=CC=C2)F (5-methoxy-9-chloro-7-(o-fluorophenyl)-dibenz[c,e]azepine). Reaction SMILES: [Cl:1][C:2]1[CH:7]=[CH:6][C:5]([C:8]2[CH:15]=[CH:14][CH:13]=[CH:12][C:9]=2[CH:10]=[O:11])=[C:4]([C:16](=O)[C:17]2[CH:22]=[CH:21][CH:20]=[CH:19][C:18]=2[F:23])[CH:3]=1.[C:25]([O-])(=O)C.[NH4+:29]>CO>[CH3:25][O:11][C:10]1[NH:29][C:16]([C:17]2[CH:22]=[CH:21][CH:20]=[CH:19][C:18]=2[F:23])=[C:4]2[CH:3]=[C:2]([Cl:1])[CH:7]=[CH:6][C:5]2=[C:8]2[CH:15]=[CH:14][CH:13]=[CH:12][C:9]=12 |f:1.2|. Procedure: The mixture of 1.0 g of the 2-[4-chloro-2-(2-fluorobenzoyl)-phenyl]-benzaldehyde, 2.3 g of ammonium acetate and 30 ml of methanol is stirred at 25° for 16 hours and evaporated. The residue is taken up in methylene chloride, the solution washed with aqueous sodium bicarbonate, dried and evaporated. The foamy residue is taken up in hexane-diethyl ether (7:3), the solution filtered through a bed of silica gel, evaporated, and the residue crystallized from diethyl ether-hexane, to give the 5-methoxy... Reactants: CO, C[Si](C)(C)C#Cc1ccc(I)cc1, [K+], [K+], O=C([O-])[O-]. Yields the product C#Cc1ccc(I)cc1. Reaction SMILES: [CH3:20][OH:21].[I:1][c:2]1[cH:3][cH:4][c:5]([C:8]#[C:9][Si:10]([CH3:11])([CH3:12])[CH3:13])[cH:6][cH:7]1.[K+:14].[K+:15].[O-:16][C:17]([O-:18])=[O:19]>>[I:1][c:2]1[cH:3][cH:4][c:5]([C:8]#[CH:9])[cH:6][cH:7]1.